This data is from the Open Reaction Database (ORD), a public repository of structured organic reaction records. The task is: describe an organic reaction: reactants, conditions, products, and yield Reactants: c1ccc(CNCc2ccccc2)cc1, Cc1ccc(-c2oncc2C(=O)O)cc1. The product is Cc1ccc(-c2oncc2C(=O)N(Cc2ccccc2)Cc2ccccc2)cc1. RXN SMILES: [CH2:16]([c:17]1[cH:18][cH:19][cH:20][cH:21][cH:22]1)[NH:23][CH2:24][c:25]1[cH:26][cH:27][cH:28][cH:29][cH:30]1.[CH3:1][c:2]1[cH:3][cH:4][c:5](-[c:8]2[c:9]([C:13](=[O:14])[OH:15])[cH:10][n:11][o:12]2)[cH:6][cH:7]1>>[CH3:1][c:2]1[cH:3][cH:4][c:5](-[c:8]2[c:9]([C:13](=[O:15])[N:23]([CH2:16][c:17]3[cH:18][cH:19][cH:20][cH:21][cH:22]3)[CH2:24][c:25]3[cH:26][cH:27][cH:28][cH:29][cH:30]3)[cH:10][n:11][o:12]2)[cH:6][cH:7]1. Reactants: BrN1C(CCC1=O)=O (N-bromosuccinimide), FC1=CC=C(C=C1)C1=NN2C(N=CC=C2)=C1 (2-(4-fluorophenyl)pyrazolo[1,5-a]pyrimidine), O (water). Run in C(Cl)(Cl)Cl (chloroform). Reaction conditions: time 1 hour. Product: BrC=1C(=NN2C1N=CC=C2)C2=CC=C(C=C2)F (3-bromo-2-(4-fluorophenyl)pyrazolo[1,5-a]pyrimidine). The yield is 76.1%. RXN SMILES: [F:1][C:2]1[CH:7]=[CH:6][C:5]([C:8]2[CH:16]=[C:11]3[N:12]=[CH:13][CH:14]=[CH:15][N:10]3[N:9]=2)=[CH:4][CH:3]=1.[Br:17]N1C(=O)CCC1=O.O>C(Cl)(Cl)Cl>[Br:17][C:16]1[C:8]([C:5]2[CH:6]=[CH:7][C:2]([F:1])=[CH:3][CH:4]=2)=[N:9][N:10]2[CH:15]=[CH:14][CH:13]=[N:12][C:11]=12. Procedure details: To a solution of 2-(4-fluorophenyl)pyrazolo[1,5-a]pyrimidine (5.8 g, 0.027 mol) in chloroform (60 mL) is added, at 0° C., N-bromosuccinimide (4.8 g, 0.027 mol). The mixture is stirred at room temperature for 1 h 30. The reaction mixture is then poured into water and extracted with dichloromethane (3×100 mL). The organic layer is dried over anhydrous magnesium sulphate, filtered and concentrated under reduced pressure. The crude material is filtered through a short pad of silica. 6 g (75%) of 3-b...